describe an organic reaction: reactants, conditions, products, and yield From a dataset of the Open Reaction Database (ORD), a public repository of structured organic reaction records. Starting materials: CCCCNCc1ccc(-c2ccccc2C#N)cc1, CCC1(CC)CCC(=O)OC1=O, C1COCCO1. The product is CCCCN(Cc1ccc(-c2ccccc2C#N)cc1)C(=O)CCC(CC)(CC)C(=O)O. As a reaction SMILES: [CH2:1]([CH2:2][CH2:3][CH3:4])[NH:5][CH2:6][c:7]1[cH:8][cH:9][c:10](-[c:13]2[c:14]([C:19]#[N:20])[cH:15][cH:16][cH:17][cH:18]2)[cH:11][cH:12]1.[CH2:21]([CH3:22])[C:23]1([CH2:31][CH3:32])[C:24](=[O:25])[O:26][C:27](=[O:30])[CH2:28][CH2:29]1.[O:33]1[CH2:34][CH2:35][O:36][CH2:37][CH2:38]1>>[CH2:1]([CH2:2][CH2:3][CH3:4])[N:5]([CH2:6][c:7]1[cH:8][cH:9][c:10](-[c:13]2[c:14]([C:19]#[N:20])[cH:15][cH:16][cH:17][cH:18]2)[cH:11][cH:12]1)[C:27]([CH2:28][CH2:29][C:23]([CH2:21][CH3:22])([C:24](=[O:25])[OH:26])[CH2:31][CH3:32])=[O:30]. Reactants: CO (Methanol), C(C1=CC=CC=C1)(=O)NC1=CC=C2C=CC=C(C2=C1)N1CCN(CC1)C (7-Benzamido-1-(4-methyl-1-piperazinyl)-naphthalene), ClC(=O)OC(C)Cl (1-chloroethyl chloroformate), ClC(=O)OC(C)Cl (1-chloroethyl chloroformate). Solvent: C(Cl)Cl (methylene chloride). Conditions: temperature 0 celsius. Yields the product C(C1=CC=CC=C1)(=O)NC1=CC=C2C=CC=C(C2=C1)N1CCNCC1 (7-Benzamido-1-(1-piperazinyl)-naphthalene). Yield: 66.6%. RXN SMILES: [C:1]([NH:9][C:10]1[CH:19]=[C:18]2[C:13]([CH:14]=[CH:15][CH:16]=[C:17]2[N:20]2[CH2:25][CH2:24][N:23](C)[CH2:22][CH2:21]2)=[CH:12][CH:11]=1)(=[O:8])[C:2]1[CH:7]=[CH:6][CH:5]=[CH:4][CH:3]=1.ClC(OC(Cl)C)=O.CO>C(Cl)Cl>[C:1]([NH:9][C:10]1[CH:19]=[C:18]2[C:13]([CH:14]=[CH:15][CH:16]=[C:17]2[N:20]2[CH2:25][CH2:24][NH:23][CH2:22][CH2:21]2)=[CH:12][CH:11]=1)(=[O:8])[C:2]1[CH:3]=[CH:4][CH:5]=[CH:6][CH:7]=1. Procedure details: The title product from Example 1 (0.50 g, 1.45 mmol) was dissolved in methylene chloride (10 mL) and chilled to 0° C. 1-chloroethyl chloroformate (0.156 mL, 1.45 mmol) was added via syringe. The mixture was allowed to come to room temperature and then refluxed 3 hours. Additional 1-chloroethyl chloroformate (0.1 mL, 0.93 mmol) was added and the mixture was further refluxed overnight. Methanol (10mL) was added and the reaction was refluxed for 2 hours. The mixture was concentrated and the residue... Starting materials: C1=CN(C=N1)C(=O)N2C=CN=C2 (CDI), 1, C1CCC2=CC(=CC=C12)O (5-indanol). Solvent: CN(C)C=O (DMF). Reaction conditions: time 15 minute. Product: N1C=CC2=CC=CC=C12 (indole). Yield: 25.0%. Reaction SMILES: C1N=C[N:3](C(N2C=NC=C2)=O)C=1.[CH2:13]1[C:21]2[C:16](=[CH:17][C:18](O)=[CH:19][CH:20]=2)C[CH2:14]1>CN(C=O)C>[NH:3]1[C:16]2[C:21](=[CH:20][CH:19]=[CH:18][CH:17]=2)[CH:13]=[CH:14]1. Procedure: To a solution of CDI in 25 mL anhydrous DMF was added 1 (0.76 g, 1.72 mmol), see Example 4, in one portion. The mixture was allowed to stir at room temperature for 15 minutes, then at 80° C. for 2 hours. The solution was then cooled to room temperature, the 5-indanol added, and stirring continued for 16 hours. The reaction was quenched by pouring into 200 mL H2O, and the resulting yellow precipitate filtered and air dried. Column chromatography (30% EtOAc/Hex→50% EtOAc/Hex) yielded 0.24 g (25%) ... The reactants are S(=O)(Cl)Cl (thionyl chloride), ClC1=C(CO)C=CC=C1C(C)C (2-chloro-3-isopropylbenzyl alcohol). Solvent: C(Cl)(Cl)(Cl)Cl (carbon tetrachloride). Run at temperature 25 celsius, time 15 hour. Yields the product ClC1=C(CCl)C=CC=C1C(C)C (2-chloro-3-isopropylbenzyl chloride). The yield is 85.7%. As a reaction SMILES: S(Cl)([Cl:3])=O.[Cl:5][C:6]1[C:13]([CH:14]([CH3:16])[CH3:15])=[CH:12][CH:11]=[CH:10][C:7]=1[CH2:8]O>C(Cl)(Cl)(Cl)Cl>[Cl:5][C:6]1[C:13]([CH:14]([CH3:16])[CH3:15])=[CH:12][CH:11]=[CH:10][C:7]=1[CH2:8][Cl:3]. Procedure details: At room temperature, 29.8 g of thionyl chloride is carefully dripped into 35 g of 2-chloro-3-isopropylbenzyl alcohol in 80 ml of carbon tetrachloride. The mixture is stirred for 15 hours at 25° C. and then evaporated down. Distillation (bp 0.3 :76°-78° C.) gives 33 g of 2-chloro-3-isopropylbenzyl chloride.